Task: describe an organic reaction: reactants, conditions, products, and yield. Dataset: the Open Reaction Database (ORD), a public repository of structured organic reaction records Starting materials: CN(C)C=O, CN(C(=O)OC(C)(C)C)c1cc(Cl)ccc1[N+](=O)[O-], [H-], [Na+], Oc1cccc(-c2ccccc2)c1. RXN SMILES: [CH3:35][N:36]([CH3:37])[CH:38]=[O:39].[Cl:14][c:15]1[cH:16][cH:17][c:18]([N+:30](=[O:31])[O-:32])[c:19]([N:21]([C:22]([O:23][C:24]([CH3:25])([CH3:26])[CH3:27])=[O:28])[CH3:29])[cH:20]1.[H-:33].[Na+:34].[c:1]1(-[c:7]2[cH:8][c:9]([OH:13])[cH:10][cH:11][cH:12]2)[cH:2][cH:3][cH:4][cH:5][cH:6]1>>[c:1]1(-[c:7]2[cH:8][c:9]([O:13][c:15]3[cH:16][cH:17][c:18]([N+:30](=[O:31])[O-:32])[c:19]([N:21]([C:22]([O:23][C:24]([CH3:25])([CH3:26])[CH3:27])=[O:28])[CH3:29])[cH:20]3)[cH:10][cH:11][cH:12]2)[cH:2][cH:3][cH:4][cH:5][cH:6]1. The product is CN(C(=O)OC(C)(C)C)c1cc(Oc2cccc(-c3ccccc3)c2)ccc1[N+](=O)[O-].